This data is from the Open Reaction Database (ORD), a public repository of structured organic reaction records. The task is: describe an organic reaction: reactants, conditions, products, and yield Procedure: (S)-N-methyl-1-phenyl-2-(1-piperidinyl)ethanamine (139.0 mg, 0.638 mmol) was dissolved in dimethyl sulfide (4 mL) and n-butyl lithium (2.5M in hexanes, 0.255 mL, 0.638 mmol) was added to the solution at -65° C. The solution was stirred for 5 min at -65° C., gradually warmed to 0° C. and stirred for 10 min at 0° C. To a second flask was added CuI (81 mg, 0.425 mmol) and 4 mL of dimethyl sulfide. This solution was cooled to -40° C. and treated with n-butyl lithium (0.17 mL, 0.425 mmol). The lithiu... Product: C(CCC)[C@@H]1CC(CCC1)=O ((S)-3-n-butylcyclohexanone). Run in CSC (dimethyl sulfide), CSC (dimethyl sulfide). Isolated yield 56.6%. The reagents and catalysts are [Cu]I (CuI). Run at temperature -65 celsius, time 5 minute. Reaction SMILES: CN[C@@H](C1C=CC=CC=1)CN1CCCCC1.[CH2:17]([Li])[CH2:18][CH2:19][CH3:20].[NH2-].[Li+].[C:24]1(=[O:30])[CH2:29][CH2:28][CH2:27][CH:26]=[CH:25]1>CSC.[Cu]I>[CH2:17]([C@H:26]1[CH2:27][CH2:28][CH2:29][C:24](=[O:30])[CH2:25]1)[CH2:18][CH2:19][CH3:20] |f:2.3|. Starting materials: [NH2-].[Li+] (lithium amide), CN[C@H](CN1CCCCC1)C1=CC=CC=C1 ((S)-N-methyl-1-phenyl-2-(1-piperidinyl)ethanamine), C(CCC)[Li] (n-butyl lithium), C(CCC)[Li] (n-butyl lithium), C1(C=CCCC1)=O (2-cyclohexenone).